This data is from the Open Reaction Database (ORD), a public repository of structured organic reaction records. The task is: describe an organic reaction: reactants, conditions, products, and yield Starting materials: BrC1=C(C=C(C=C1)NC(=O)NC1=C(C=CC=C1)C)F (1-(4-bromo-3-fluorophenyl)-3-o-tolylurea), COC1=NC=CC=C1B(O)O (2-methoxypyrid-3-ylboronic acid). The reagents and catalysts are C1=CC=C(C=C1)P([C-]2C=CC=C2)C3=CC=CC=C3.C1=CC=C(C=C1)P([C-]2C=CC=C2)C3=CC=CC=C3.Cl[Pd]Cl.[Fe+2] (1,1′-Bis(diphenylphosphino)ferrocenedichloropalladium(II)). Run in CN(C=O)C (dimethyl formamide), C([O-])([O-])=O.[Na+].[Na+] (sodium carbonate), O (water). Yields the product FC=1C=C(C=CC1C=1C(=NC=CC1)OC)NC(=O)NC1=C(C=CC=C1)C (1-[3-Fluoro-4-(2-methoxypyridin-3-yl)phenyl]-3-o-tolylurea). Reaction SMILES: Br[C:2]1[CH:7]=[CH:6][C:5]([NH:8][C:9]([NH:11][C:12]2[CH:17]=[CH:16][CH:15]=[CH:14][C:13]=2[CH3:18])=[O:10])=[CH:4][C:3]=1[F:19].[CH3:20][O:21][C:22]1[C:27](B(O)O)=[CH:26][CH:25]=[CH:24][N:23]=1>CN(C)C=O.C(=O)([O-])[O-].[Na+].[Na+].O.C1C=CC(P(C2C=CC=CC=2)[C-]2C=CC=C2)=CC=1.C1C=CC(P(C2C=CC=CC=2)[C-]2C=CC=C2)=CC=1.Cl[Pd]Cl.[Fe+2]>[F:19][C:3]1[CH:4]=[C:5]([NH:8][C:9]([NH:11][C:12]2[CH:17]=[CH:16][CH:15]=[CH:14][C:13]=2[CH3:18])=[O:10])[CH:6]=[CH:7][C:2]=1[C:27]1[C:22]([O:21][CH3:20])=[N:23][CH:24]=[CH:25][CH:26]=1 |f:3.4.5,7.8.9.10|. Procedure details: 1,1′-Bis(diphenylphosphino)ferrocenedichloropalladium(II) (0.1 g) was added to a stirred and degassed solution of 1-(4-bromo-3-fluorophenyl)-3-o-tolylurea (0.5 g, 1.5 mmol) and 2-methoxypyrid-3-ylboronic acid (258 mg, 1.7 mmol) in dimethyl formamide (10 mL) and aqueous sodium carbonate in water (5 mL, 2N). The reaction mixture was stirred at 100° C. for 18 hours, then allowed to cool. The solution was concentrated, then ethyl acetate (75 mL) was added and the organic phase was washed with water ...